This data is from the Open Reaction Database (ORD), a public repository of structured organic reaction records. The task is: describe an organic reaction: reactants, conditions, products, and yield Reactants: CC(=O)N1CCNC1=O, Cl, NN1Cc2c(Cl)ccc(Cl)c2C1, O=P(Cl)(Cl)Cl. Product: Clc1ccc(Cl)c2c1CN(NC1=NCCN1)C2. RXN SMILES: [C:14](=[O:16])([N:17]1[C:18](=[O:15])[NH:19][CH2:20][CH2:21]1)[CH3:22].[ClH:1].[NH2:2][N:3]1[CH2:4][c:5]2[c:6]([Cl:13])[cH:7][cH:8][c:9]([Cl:12])[c:10]2[CH2:11]1.[P:23]([Cl:24])([Cl:25])([Cl:26])=[O:27]>>[NH:2]([N:3]1[CH2:4][c:5]2[c:6]([Cl:13])[cH:7][cH:8][c:9]([Cl:12])[c:10]2[CH2:11]1)[C:18]1=[N:17][CH2:21][CH2:20][NH:19]1. Reactants: COc1cc2nccc(Oc3ccc([N+](=O)[O-])c(C(F)(F)F)c3)c2cc1C(N)=O, CO, C1CCOC1. Product: COc1cc2nccc(Oc3ccc(N)c(C(F)(F)F)c3)c2cc1C(N)=O. RXN SMILES: [C:1]([NH2:2])(=[O:3])[c:4]1[cH:5][c:6]2[c:7]([O:16][c:17]3[cH:18][c:19]([C:26]([F:27])([F:28])[F:29])[c:20]([N+:23]([O-:24])=[O:25])[cH:21][cH:22]3)[cH:8][cH:9][n:10][c:11]2[cH:12][c:13]1[O:14][CH3:15].[CH3:35][OH:36].[O:30]1[CH2:31][CH2:32][CH2:33][CH2:34]1>>[C:1]([NH2:2])(=[O:3])[c:4]1[cH:5][c:6]2[c:7]([O:16][c:17]3[cH:18][c:19]([C:26]([F:27])([F:28])[F:29])[c:20]([NH2:23])[cH:21][cH:22]3)[cH:8][cH:9][n:10][c:11]2[cH:12][c:13]1[O:14][CH3:15]. Reactants: O=C([O-])[O-], CCOC(C)=O, CC(C)OC(=O)OCCl, C=C(C)COC(=O)N=C(N)c1ccc(NC(c2nn(-c3ncccn3)c(=O)[nH]2)c2cc(OC)cc(OCCOC(C)=O)c2F)cc1, O, [Rb+], [Rb+]. The product is C=C(C)COC(=O)N=C(N)c1ccc(NC(c2nc(OCOC(=O)OC(C)C)n(-c3ncccn3)n2)c2cc(OC)cc(OCCOC(C)=O)c2F)cc1. Reaction SMILES: [C:56](=[O:57])([O-:58])[O-:59].[CH3:62][CH2:63][O:64][C:65](=[O:66])[CH3:67].[CH:47]([CH3:48])([CH3:49])[O:50][C:51]([O:52][CH2:53][Cl:54])=[O:55].[NH2:1][C:2]([c:3]1[cH:4][cH:5][c:6]([NH:9][CH:10]([c:11]2[c:12]([F:26])[c:13]([O:14][CH2:15][CH2:16][O:17][C:18]([CH3:19])=[O:20])[cH:21][c:22]([O:24][CH3:25])[cH:23]2)[c:27]2[n:28][n:29](-[c:33]3[n:34][cH:35][cH:36][cH:37][n:38]3)[c:30](=[O:32])[nH:31]2)[cH:7][cH:8]1)=[N:39][C:40](=[O:41])[O:42][CH2:43][C:44](=[CH2:45])[CH3:46].[OH2:68].[Rb+:60].[Rb+:61]>>[NH2:1][C:2]([c:3]1[cH:4][cH:5][c:6]([NH:9][CH:10]([c:11]2[c:12]([F:26])[c:13]([O:14][CH2:15][CH2:16][O:17][C:18]([CH3:19])=[O:20])[cH:21][c:22]([O:24][CH3:25])[cH:23]2)[c:27]2[n:28][n:29](-[c:33]3[n:34][cH:35][cH:36][cH:37][n:38]3)[c:30]([O:32][CH2:53][O:52][C:51]([O:50][CH:47]([CH3:48])[CH3:49])=[O:55])[n:31]2)[cH:7][cH:8]1)=[N:39][C:40](=[O:41])[O:42][CH2:43][C:44](=[CH2:45])[CH3:46]. The reactants are C(CCCCCCCCCCC)(=O)Cl (Dodecanoyl chloride), IC1=C(C(=CC(=C1)I)I)O (2,4,6-triiodophenol). Run in C(C)#N (acetonitrile). The product is C(CCCCCCCCCCC)(=O)OC1=C(C=C(C=C1I)I)I (2,4,6-Triiodophenyl dodecanoate). Yield: 83.1%. RXN SMILES: [C:1](Cl)(=[O:13])[CH2:2][CH2:3][CH2:4][CH2:5][CH2:6][CH2:7][CH2:8][CH2:9][CH2:10][CH2:11][CH3:12].[I:15][C:16]1[CH:21]=[C:20]([I:22])[CH:19]=[C:18]([I:23])[C:17]=1[OH:24]>C(#N)C>[C:1]([O:24][C:17]1[C:16]([I:15])=[CH:21][C:20]([I:22])=[CH:19][C:18]=1[I:23])(=[O:13])[CH2:2][CH2:3][CH2:4][CH2:5][CH2:6][CH2:7][CH2:8][CH2:9][CH2:10][CH2:11][CH3:12]. Procedure details: Dodecanoyl chloride (2.95 ml, 12.8 mmol) was added to a suspension of 2,4,6-triiodophenol (6.0 g, 12.7 mmol) in refluxing acetonitrile (50 ml) and the mixture was heated under argon for 24 hrs. The reaction mixture was cooled and washed with saturated aqueous sodium bicarbonate. The organic layer was dried over magnesium sulfate, filtered, and evaporated to dryness under vacuum to give an off-white solid. The crude product was recrystallized from methanol to give 6.9 g (83%) of the desired ester...